Dataset: the Open Reaction Database (ORD), a public repository of structured organic reaction records. Task: describe an organic reaction: reactants, conditions, products, and yield The reactants are C=CC(=O)OCC, CC#N, c1ccc(-c2c[nH]cn2)cc1. Product: CCOC(=O)CCn1cnc(-c2ccccc2)c1. As a reaction SMILES: [C:12]([CH:13]=[CH2:14])(=[O:15])[O:16][CH2:17][CH3:18].[CH3:19][C:20]#[N:21].[c:1]1(-[c:7]2[n:8][cH:9][nH:10][cH:11]2)[cH:2][cH:3][cH:4][cH:5][cH:6]1>>[c:1]1(-[c:7]2[n:8][cH:9][n:10]([CH2:14][CH2:13][C:12](=[O:15])[O:16][CH2:17][CH3:18])[cH:11]2)[cH:2][cH:3][cH:4][cH:5][cH:6]1. Reactants: ClC=1C=C2C(=CN(C2=CC1)CCCCl)C=O (5-chloro-1-(3-chloropropyl)indole-3-carboxaldehyde), [I-].[Na+] (sodium iodide). The solvent is C(C)#N (acetonitrile). The product is ClC=1C=C2C(=CN(C2=CC1)CCCI)C=O (5-Chloro-1-(3-iodopropyl)indole-3-carboxaldehyde). The yield is 95.9%. RXN SMILES: [Cl:1][C:2]1[CH:3]=[C:4]2[C:8](=[CH:9][CH:10]=1)[N:7]([CH2:11][CH2:12][CH2:13]Cl)[CH:6]=[C:5]2[CH:15]=[O:16].[I-:17].[Na+]>C(#N)C>[Cl:1][C:2]1[CH:3]=[C:4]2[C:8](=[CH:9][CH:10]=1)[N:7]([CH2:11][CH2:12][CH2:13][I:17])[CH:6]=[C:5]2[CH:15]=[O:16] |f:1.2|. Procedure: A stirred solution of 5-chloro-1-(3-chloropropyl)indole-3-carboxaldehyde (3.8 g, 15 mmol) and sodium iodide (4.5 g, 30 mmol) in acetonitrile (50 mL) under argon was heated under reflux for 18 h, cooled to room temperature and partitioned between ether (3×30 mL) and water (50 mL). The combined organic extracts were washed (aqueous sodium metabisulfite solution, water, brine), dried (sodium sulfate) and concentrated in vacuo to give the product as a yellow oil (5.0 g, 96%) which was used immediate... The reactants are CCOC(=O)Cc1ccc(B2OC(C)(C)C(C)(C)O2)cc1, Cc1noc(-c2ccc(Br)c(Cl)c2)c1NC(=O)OC(C)c1ccccc1Cl. Yields the product CCOC(=O)Cc1ccc(-c2ccc(-c3onc(C)c3NC(=O)OC(C)c3ccccc3Cl)cc2Cl)cc1. RXN SMILES: [CH2:28]([CH3:29])[O:30][C:31]([CH2:32][c:33]1[cH:34][cH:35][c:36]([B:39]2[O:40][C:41]([CH3:42])([CH3:43])[C:44]([CH3:45])([CH3:46])[O:47]2)[cH:37][cH:38]1)=[O:48].[Cl:1][c:2]1[c:3]([CH:8]([CH3:9])[O:10][C:11]([NH:12][c:13]2[c:14]([CH3:26])[n:15][o:16][c:17]2-[c:18]2[cH:19][c:20]([Cl:25])[c:21]([Br:24])[cH:22][cH:23]2)=[O:27])[cH:4][cH:5][cH:6][cH:7]1>>[Cl:1][c:2]1[c:3]([CH:8]([CH3:9])[O:10][C:11]([NH:12][c:13]2[c:14]([CH3:26])[n:15][o:16][c:17]2-[c:18]2[cH:19][c:20]([Cl:25])[c:21](-[c:36]3[cH:35][cH:34][c:33]([CH2:32][C:31]([O:30][CH2:28][CH3:29])=[O:48])[cH:38][cH:37]3)[cH:22][cH:23]2)=[O:27])[cH:4][cH:5][cH:6][cH:7]1. Starting materials: CCCC[N+](CCCC)(CCCC)CCCC, C=C(C)C1CCC(C)=C1CCl, Cc1ccccc1, CC(C)C=O, [I-], [Na+], [OH-]. Product: C=C(C)C1CCC(C)=C1CC(C)(C)C=O. Reaction SMILES: [CH2:20]([N+:21]([CH2:22][CH2:23][CH2:24][CH3:25])([CH2:26][CH2:27][CH2:28][CH3:29])[CH2:30][CH2:31][CH2:32][CH3:33])[CH2:34][CH2:35][CH3:36].[CH3:1][C:2]1=[C:3]([CH2:10][Cl:11])[CH:4]([C:7](=[CH2:8])[CH3:9])[CH2:5][CH2:6]1.[CH3:37][c:38]1[cH:39][cH:40][cH:41][cH:42][cH:43]1.[CH:12]([CH:13]([CH3:14])[CH3:15])=[O:16].[I-:19].[Na+:18].[OH-:17]>>[CH3:1][C:2]1=[C:3]([CH2:10][C:13]([CH:12]=[O:16])([CH3:14])[CH3:15])[CH:4]([C:7](=[CH2:8])[CH3:9])[CH2:5][CH2:6]1. Reactants: C([O-])([O-])=O.[K+].[K+] (potassium carbonate), O (water), ClC1=CC=C(C=C1)C(C(C)(N1CCOCC1)C)=O (1-(4-chlorophenyl)-2-methyl-2-morpholinopropan-1-one), SC(C)O (mercaptoethanol). Solvent: CN(C=O)C (dimethylformamide), CCOCC (ether). Run at temperature 95 celsius. Product: OCCSC1=CC=C(C=C1)C(C(C)(N1CCOCC1)C)=O (1-[4-(2-Hydroxyethylthio)-phenyl]-2-methyl-2-morpholinopropan-1-one). As a reaction SMILES: Cl[C:2]1[CH:7]=[CH:6][C:5]([C:8](=[O:18])[C:9]([CH3:17])([N:11]2[CH2:16][CH2:15][O:14][CH2:13][CH2:12]2)[CH3:10])=[CH:4][CH:3]=1.[SH:19][CH:20](O)C.[C:23](=[O:26])([O-])[O-].[K+].[K+].O>CN(C)C=O.CCOCC>[OH:26][CH2:23][CH2:20][S:19][C:2]1[CH:7]=[CH:6][C:5]([C:8](=[O:18])[C:9]([CH3:17])([N:11]2[CH2:16][CH2:15][O:14][CH2:13][CH2:12]2)[CH3:10])=[CH:4][CH:3]=1 |f:2.3.4|. Procedure details: 20.1 g (0.075 mol) of 1-(4-chlorophenyl)-2-methyl-2-morpholinopropan-1-one and 6.45 g (0.0825 mol) of mercaptoethanol in 100 ml of dimethylformamide are warmed to 95° C. 20.7 g (0.15 mol) of anhydrous potassium carbonate are then added. The suspension is stirred at 95° C. until the starting compound can no longer be detected. The reaction mixture is cooled and water is poured over it, and the product is taken up in ether. The ether layer is washed with water, dried over Na2SO4 and concentrated. ... Reactants: C([O-])(O)=O.[Na+] (sodium bicarbonate), P(=O)(Cl)(Cl)Cl (Phosphorous oxychloride), CN(C=O)C (dimethylformamide), C1(CCCCC1)CN1C=CC2=CC=CC(=C12)OC (1-(cyclohexyl)methyl-7-methoxy-1H-indole). Solvent: O (water). Reaction conditions: temperature 0 celsius, time 16 hour. Product: C1(CCCCC1)CN1C=C(C2=CC=CC(=C12)OC)C=O (1-(cyclohexyl)methyl-7-methoxy-1H-indole-3-carbaldehyde). Reaction SMILES: P(Cl)(Cl)(Cl)=O.CN(C)[CH:8]=[O:9].[CH:11]1([CH2:17][N:18]2[C:26]3[C:21](=[CH:22][CH:23]=[CH:24][C:25]=3[O:27][CH3:28])[CH:20]=[CH:19]2)[CH2:16][CH2:15][CH2:14][CH2:13][CH2:12]1.C(=O)(O)[O-].[Na+]>O>[CH:11]1([CH2:17][N:18]2[C:26]3[C:21](=[CH:22][CH:23]=[CH:24][C:25]=3[O:27][CH3:28])[C:20]([CH:8]=[O:9])=[CH:19]2)[CH2:12][CH2:13][CH2:14][CH2:15][CH2:16]1 |f:3.4|. Procedure: Phosphorous oxychloride (12 ml, 0.13 mol) was added slowly over 30 minutes to dimethylformamide (30 ml) at −10° C. The solution was allowed to warm to 0° C. over 1 h, then 1-(cyclohexyl)methyl-7-methoxy-1H-indole (prepared as in Example 26; 3.2 g, 13 mmol) was added portionwise and the solution stirred at room temperature for 16 h. The solution was cooled in an ice bath and diluted with water, then neutralised carefully with sodium bicarbonate and extracted with ethyl acetate (3×50 ml). The orga... Starting materials: O (water), Cl.ClCCNC1=CC=NC2=CC(=CC=C12)Cl (N-(2-chloroethyl)-7-chloro-4-quinolinamine hydrochloride), [OH-].[Na+] (sodium hydroxide). Solvent: CC1CNCCC1 (3-methylpiperidine). The product is ClC1=CC=C2C(=CC=NC2=C1)NCCN1CC(CCC1)C ((RS)-(7-Chloro-quinolin-4-yl)-[2-(3-methyl-piperidin-1-yl)-ethyl]-amine). Isolated yield 64.3%. RXN SMILES: Cl.Cl[CH2:3][CH2:4][NH:5][C:6]1[C:15]2[C:10](=[CH:11][C:12]([Cl:16])=[CH:13][CH:14]=2)[N:9]=[CH:8][CH:7]=1.O.[OH-].[Na+]>CC1CCCNC1>[Cl:16][C:12]1[CH:11]=[C:10]2[C:15]([C:6]([NH:5][CH2:4][CH2:3][N:9]3[CH2:8][CH2:7][CH2:6][CH:15]([CH3:14])[CH2:10]3)=[CH:7][CH:8]=[N:9]2)=[CH:14][CH:13]=1 |f:0.1,3.4|. Reported procedure: 2.5 g of N-(2-chloroethyl)-7-chloro-4-quinolinamine hydrochloride in 25 ml of 3-methylpiperidine were held at 100° C. in a sealed tube for 24 hours. Thereafter, 100 ml of water were added, the mixture is adjusted to pH 12 by means of concentrated sodium hydroxide solution and extracted three times with 50 ml of ethyl acetate each time. The combined extracts were washed with a small amount of water and concentrated. The residue was recrystallized from 80 ml of acetone. 0.88 g of colourless crysta... Yields the product CC1=C(C(=C(C1(C)[Cr]C=C(C=C(C)C)C)C)C)C ((pentamethylcyclopentadienyl) (2,4-dimethyl pentadienyl) chromium (II)). Starting materials: CC1=C(C(=C(C1(C)[Cr]C=C(C=CC)C)C)C)C ((pentamethyl cyclopentadienyl) (2-methyl pentadienyl)chromium (II)), CC(=C[K])C=C(C)C (2, 4-dimethylpentadienyl potassium). Procedure details: The preparation of this compound was substantially the same as that described in Example 1 for [Cr(C5 (CH3)5)(C6H9)] except that 2, 4-dimethylpentadienyl potassium was used instead of 2-methyl pentadienyl lithium (as reported in H. Yashda, Y, Ohnuma, M. Yamauchi, H. Tani, and A. Nakamura, Bulletin Chem. Soc. Japan, 1979, 52, 2036). As a reaction SMILES: [CH3:1][C:2]1[C:6]([Cr:8][CH:9]=[C:10]([CH3:14])[CH:11]=[CH:12][CH3:13])([CH3:7])[C:5]([CH3:15])=[C:4]([CH3:16])[C:3]=1[CH3:17].[CH3:18]C(C=C(C)C)=C[K]>>[CH3:1][C:2]1[C:6]([Cr:8][CH:9]=[C:10]([CH3:14])[CH:11]=[C:12]([CH3:18])[CH3:13])([CH3:7])[C:5]([CH3:15])=[C:4]([CH3:16])[C:3]=1[CH3:17]. Reactants: Cc1ccc(-c2cc(C#N)c(N3CCOCC3)nc2-c2ccccc2)cc1, O, O=S(=O)(O)O. The product is Cc1ccc(-c2ccc(N3CCOCC3)nc2-c2ccccc2)cc1. As a reaction SMILES: [O:1]1[CH2:2][CH2:3][N:4]([c:7]2[c:8]([C:9]#[N:10])[cH:11][c:12](-[c:21]3[cH:22][cH:23][c:24]([CH3:27])[cH:25][cH:26]3)[c:13](-[c:15]3[cH:16][cH:17][cH:18][cH:19][cH:20]3)[n:14]2)[CH2:5][CH2:6]1.[OH2:33].[S:28](=[O:29])(=[O:30])([OH:31])[OH:32]>>[O:1]1[CH2:2][CH2:3][N:4]([c:7]2[cH:8][cH:11][c:12](-[c:21]3[cH:22][cH:23][c:24]([CH3:27])[cH:25][cH:26]3)[c:13](-[c:15]3[cH:16][cH:17][cH:18][cH:19][cH:20]3)[n:14]2)[CH2:5][CH2:6]1. Starting materials: C(C)N1CCN(CC2=C1C=C(C=C2)N)CC (1,4-Diethyl-2,3,4,5-tetrahydro-1H-benzo[e][1,4]diazepin-8-ylamine), ClC1=NC=C(C(=N1)NC1=C(C=C(C=C1)N1CCOCC1)OC)Cl ((2,5-Dichloro-pyrimidin-4-yl)-(2-methoxy-4-morpholin-4-yl-phenyl)-amine), C12(C(=O)CC(CC1)C2(C)C)CS(=O)(=O)O (camphorsulfonic acid). The solvent is COC(C)O (methoxyethanol). Conditions: temperature 95 celsius. The product is ClC=1C(=NC(=NC1)NC=1C=CC2=C(N(CCN(C2)CC)CC)C1)NC1=C(C=C(C=C1)N1CCOCC1)OC (5-Chloro-N*2*-(1,4-diethyl-2,3,4,5-tetrahydro-1H-benzo[e][1,4]diazepin-8-yl)-N*4*-(2-methoxy-4-morpholin-4-yl-phenyl)-pyrimidin-2,4-diamine), product. Yield: 43.0%. As a reaction SMILES: [CH2:1]([N:3]1[C:9]2[CH:10]=[C:11]([NH2:14])[CH:12]=[CH:13][C:8]=2[CH2:7][N:6]([CH2:15][CH3:16])[CH2:5][CH2:4]1)[CH3:2].Cl[C:18]1[N:23]=[C:22]([NH:24][C:25]2[CH:30]=[CH:29][C:28]([N:31]3[CH2:36][CH2:35][O:34][CH2:33][CH2:32]3)=[CH:27][C:26]=2[O:37][CH3:38])[C:21]([Cl:39])=[CH:20][N:19]=1.C12(CS(O)(=O)=O)C(C)(C)C(CC1)CC2=O>COC(O)C>[Cl:39][C:21]1[C:22]([NH:24][C:25]2[CH:30]=[CH:29][C:28]([N:31]3[CH2:32][CH2:33][O:34][CH2:35][CH2:36]3)=[CH:27][C:26]=2[O:37][CH3:38])=[N:23][C:18]([NH:14][C:11]2[CH:12]=[CH:13][C:8]3[CH2:7][N:6]([CH2:15][CH3:16])[CH2:5][CH2:4][N:3]([CH2:1][CH3:2])[C:9]=3[CH:10]=2)=[N:19][CH:20]=1. Procedure: 5-Chloro-N*2*-(1,4-diethyl-2,3,4,5-tetrahydro-1H-benzo[e][1,4]diazepin-8-yl)-N*4*-(2-methoxy-4-morpholin-4-yl-phenyl)-pyrimidin-2,4-diamine was prepared from 1,4-Diethyl-2,3,4,5-tetrahydro-1H-benzo[e][1,4]diazepin-8-ylamine (0.068 g, 0.00023 mol) and (2,5-Dichloro-pyrimidin-4-yl)-(2-methoxy-4-morpholin-4-yl-phenyl)-amine (0.081 g, 0.00023 mol), camphorsulfonic acid (0.0187 g, 0.0008 mol) and methoxyethanol (10 mL). The mixture was heated at 95° C. for 18 hr. The reaction was evaporated and the r...